This data is from the Open Reaction Database (ORD), a public repository of structured organic reaction records. The task is: describe an organic reaction: reactants, conditions, products, and yield Starting materials: O=C(OO)c1cccc(Cl)c1, ClCCl, N#Cc1ccc(N2C(=O)C3CSCN3C2=O)c2ccccc12. RXN SMILES: [Cl:23][c:24]1[cH:25][c:26]([C:31](=[O:28])[O:32][OH:33])[cH:27][cH:29][cH:30]1.[Cl:34][CH2:35][Cl:36].[O:1]=[C:2]1[N:3]([c:11]2[cH:12][cH:13][c:14]([C:21]#[N:22])[c:15]3[cH:16][cH:17][cH:18][cH:19][c:20]23)[C:4](=[O:10])[CH:5]2[N:6]1[CH2:7][S:8][CH2:9]2>>[O:1]=[C:2]1[N:3]([c:11]2[cH:12][cH:13][c:14]([C:21]#[N:22])[c:15]3[cH:16][cH:17][cH:18][cH:19][c:20]23)[C:4](=[O:10])[CH:5]2[N:6]1[CH2:7][S:8](=[O:28])[CH2:9]2. Product: N#Cc1ccc(N2C(=O)C3CS(=O)CN3C2=O)c2ccccc12.